From a dataset of the Open Reaction Database (ORD), a public repository of structured organic reaction records. describe an organic reaction: reactants, conditions, products, and yield The reactants are CN(C\C(=C\C1=CC=C(C=C1)CC=1C=NC=CC1)\C)CCO (2-[N-methyl-N-[(E)-3-[4-(pyridin-3-ylmethyl)phenyl]2-methylallyl]amino]ethanol), C=C1CC(=O)O1 (diketene). Run in C(C)(=O)OCC (ethyl acetate), C(C)(=O)OCC (ethyl acetate). Yields the product C(CC(=O)C)(=O)OCC (ethyl acetoacetate). The yield is 65.8%. As a reaction SMILES: CN([CH2:20][CH2:21][OH:22])C/C(/C)=C/C1C=CC(CC2C=NC=CC=2)=CC=1.[CH2:23]=[C:24]1[O:28][C:26](=[O:27])[CH2:25]1>C(OCC)(=O)C>[C:26]([O:28][CH2:24][CH3:23])(=[O:27])[CH2:25][C:21]([CH3:20])=[O:22]. Procedure details: In 5 ml of ethyl acetate was dissolved 1.26 g of 2-[N-methyl-N-[(E)-3-[4-(pyridin-3-ylmethyl)phenyl]2-methylallyl]amino]ethanol, and to the resulting solution was dropwise added a mixture of 0.36 ml of diketene and 1 ml of ethyl acetate under reflux over one hour, after which the resulting mixture was subjected to reaction at the same temperature for 30 minutes. Subsequently, the solvent was removed by distillation under reduced pressure, and the residue thus obtained was purified by a column ch... Run at time 12 hour. The solvent is C1(=CC=CC=C1)C (toluene). RXN SMILES: [F:1][C:2]1[C:8]([O:9][CH2:10][CH3:11])=[C:7]([O:12][CH2:13][CH3:14])[CH:6]=[CH:5][C:3]=1[NH2:4].C(N(CC)C1C=CC=CC=1)C.Cl[C:27]([O:29][CH:30]([CH3:32])[CH3:31])=[O:28]>C1(C)C=CC=CC=1>[F:1][C:2]1[C:8]([O:9][CH2:10][CH3:11])=[C:7]([O:12][CH2:13][CH3:14])[CH:6]=[CH:5][C:3]=1[NH:4][C:27](=[O:28])[O:29][CH:30]([CH3:32])[CH3:31]. Procedure: 2-Fluoro-3,4-diethoxyaniline (0.17 g) and N,N-diethylaniline (0.13 g) were dissolved in toluene (15 ml). To the resultant solution was dropwise added isopropyl chloroformate (0.11 g) in 5 minutes under ice-cooling. The resultant mixture was allowed to stand at room temperature for 12 hours, poured into ice-water and extracted with ethyl acetate. The extract was washed with water, dried over magnesium sulfate and concentrated under reduced pressure. The residue was purified by silica gel chromato... Reactants: FC1=C(N)C=CC(=C1OCC)OCC (2-Fluoro-3,4-diethoxyaniline), C(C)N(C1=CC=CC=C1)CC (N,N-diethylaniline), ClC(=O)OC(C)C (isopropyl chloroformate), resultant mixture, resultant solution, ice water. The product is FC1=C(C=CC(=C1OCC)OCC)NC(OC(C)C)=O (isopropyl N-(2-fluoro-3,4-diethoxyphenyl)carbamate). Isolated yield 94.5%. The reactants are C1CCOC1, CCOC(=O)OCC, CC(=O)O, O=C1CCC(c2ccc(Cl)c(Cl)c2)c2ccccc21, [H-], [Na+]. Yields the product CCOC(=O)C1CC(c2ccc(Cl)c(Cl)c2)c2ccccc2C1=O. RXN SMILES: [CH2:34]1[O:35][CH2:36][CH2:37][CH2:38]1.[CH2:3]([O:4][C:6]([O:7][CH2:8][CH3:9])=[O:10])[CH3:5].[CH3:30][C:31](=[O:32])[OH:33].[Cl:11][c:12]1[cH:13][c:14]([CH:19]2[CH2:20][CH2:21][C:22](=[O:29])[c:23]3[cH:24][cH:25][cH:26][cH:27][c:28]32)[cH:15][cH:16][c:17]1[Cl:18].[H-:2].[Na+:1]>>[C:6]([O:7][CH2:8][CH3:9])(=[O:10])[CH:21]1[CH2:20][CH:19]([c:14]2[cH:13][c:12]([Cl:11])[c:17]([Cl:18])[cH:16][cH:15]2)[c:28]2[c:23]([cH:24][cH:25][cH:26][cH:27]2)[C:22]1=[O:29]. The reactants are C(C)OC1=CC=C(C=O)C=C1 (4-ethoxybenzaldehyde), [BH4-].[Na+] (sodium borohydride), Cl (hydrochloric acid). Run in C(C)O (ethanol). Product: C(C)OC1=CC=C(CO)C=C1 (4-ethoxybenzyl alcohol). Reaction SMILES: [CH2:1]([O:3][C:4]1[CH:11]=[CH:10][C:7]([CH:8]=[O:9])=[CH:6][CH:5]=1)[CH3:2].[BH4-].[Na+].Cl>C(O)C>[CH2:1]([O:3][C:4]1[CH:11]=[CH:10][C:7]([CH2:8][OH:9])=[CH:6][CH:5]=1)[CH3:2] |f:1.2|. Procedure: Mix 4-ethoxybenzaldehyde (3.3 g, 22 mmol), sodium borohydride (830 mg, 22 mmol) and absolute ethanol (25 mL). Stir at room temperature until the reaction is complete, pour onto dilute hydrochloric acid and extract into ethyl acetate. Separate the organic phase and extract the aqueous phase with ethyl acetate (2×). Combine the organic phases and dry (MgSO4). Evaporate the solvent in vacuo and purify by silica gel chromatography to give 4-ethoxybenzyl alcohol. The reactants are CCCc1c(O)c(C(C)=O)cc2c(Cl)cc(C(=O)OC)nc12, CCS, CC[S-], CN(C)C=O, CCOC(C)=O, Cl, [H-], [Na+], [Na+]. Product: CCCc1c(O)c(C(C)=O)cc2c(SCC)cc(C(=O)OC)nc12. RXN SMILES: [C:1]([CH3:2])(=[O:3])[c:4]1[cH:5][c:6]2[c:7]([Cl:22])[cH:8][c:9]([C:18](=[O:19])[O:20][CH3:21])[n:10][c:11]2[c:12]([CH2:15][CH2:16][CH3:17])[c:13]1[OH:14].[CH2:27]([SH:28])[CH3:29].[CH3:23][CH2:24][S-:25].[CH3:33][N:34]([CH3:35])[CH:36]=[O:37].[CH3:38][CH2:39][O:40][C:41](=[O:42])[CH3:43].[ClH:32].[H-:30].[Na+:26].[Na+:31]>>[C:1]([CH3:2])(=[O:3])[c:4]1[cH:5][c:6]2[c:7]([S:25][CH2:24][CH3:23])[cH:8][c:9]([C:18](=[O:19])[O:20][CH3:21])[n:10][c:11]2[c:12]([CH2:15][CH2:16][CH3:17])[c:13]1[OH:14]. Starting materials: COC=1C=NC2=CC=CC(=C2C1)[N+](=O)[O-] (3-methoxy-5-nitroquinoline), CC1=CC=C(C=C1)S(=O)(=O)OC (methyl 4-methylbenzenesulfonate). Solvent: C(C)#N (acetonitrile). The product is CC1=CC=C(C=C1)S(=O)(=O)[O-].COC=1C=[N+](C2=CC=CC(=C2C1)[N+](=O)[O-])C (3-methoxy-1-methyl-5-nitroquinolinium 4-methylbenzenesulfonate). RXN SMILES: [CH3:1][O:2][C:3]1[CH:4]=[N:5][C:6]2[C:11]([CH:12]=1)=[C:10]([N+:13]([O-:15])=[O:14])[CH:9]=[CH:8][CH:7]=2.[CH3:16][C:17]1[CH:22]=[CH:21][C:20]([S:23]([O:26]C)(=[O:25])=[O:24])=[CH:19][CH:18]=1>C(#N)C>[CH3:16][C:17]1[CH:18]=[CH:19][C:20]([S:23]([O-:26])(=[O:25])=[O:24])=[CH:21][CH:22]=1.[CH3:1][O:2][C:3]1[CH:4]=[N+:5]([CH3:16])[C:6]2[C:11]([CH:12]=1)=[C:10]([N+:13]([O-:15])=[O:14])[CH:9]=[CH:8][CH:7]=2 |f:3.4|. Procedure: A mixture of 3-methoxy-5-nitroquinoline and methyl 4-methylbenzenesulfonate in acetonitrile is refluxed. After cooling, the precipitate is collected by filtration to provide 3-methoxy-1-methyl-5-nitroquinolinium 4-methylbenzenesulfonate. Starting materials: COC=1C=C2C(=CC=NC2=CC1OC)OC1=C(C=C(C=C1)NC(=O)C=1C(N(N(C1C)C[C@@H](C)OC([C@H](C)NC(=O)OCC1=CC=CC=C1)=O)C1=CC=CC=C1)=O)F ((S)—((R)-1-(4-(4-(6,7-dimethoxyquinolin-4-yloxy)-3-fluorophenyl-carbamoyl)-5-methyl-3-oxo-2-phenyl-2,3-dihydropyrazol-1-yl)propan-2-yl)2-(benzyloxy-carbonylamino)propanoate). The reagents and catalysts are [Pd] (Pd/C). The solvent is CCOC(=O)C (EtOAc), CO (MeOH). Reaction conditions: time 20 minute. Product: COC=1C=C2C(=CC=NC2=CC1OC)OC1=C(C=C(C=C1)NC(=O)C=1C(N(N(C1C)C[C@@H](C)OC([C@H](C)N)=O)C1=CC=CC=C1)=O)F ((S)—((R)-1-(4-(4-(6,7-dimethoxyquinolin-4-yloxy)-3-fluorophenylcarbamoyl)-5-methyl-3-oxo-2-phenyl-2,3-dihydropyrazol-1-yl)propan-2-yl)2-aminopropanoate). RXN SMILES: [CH3:1][O:2][C:3]1[CH:4]=[C:5]2[C:10](=[CH:11][C:12]=1[O:13][CH3:14])[N:9]=[CH:8][CH:7]=[C:6]2[O:15][C:16]1[CH:21]=[CH:20][C:19]([NH:22][C:23]([C:25]2[C:26](=[O:56])[N:27]([C:50]3[CH:55]=[CH:54][CH:53]=[CH:52][CH:51]=3)[N:28]([CH2:31][C@H:32]([O:34][C:35](=[O:49])[C@@H:36]([NH:38]C(OCC3C=CC=CC=3)=O)[CH3:37])[CH3:33])[C:29]=2[CH3:30])=[O:24])=[CH:18][C:17]=1[F:57]>CCOC(C)=O.CO.[Pd]>[CH3:1][O:2][C:3]1[CH:4]=[C:5]2[C:10](=[CH:11][C:12]=1[O:13][CH3:14])[N:9]=[CH:8][CH:7]=[C:6]2[O:15][C:16]1[CH:21]=[CH:20][C:19]([NH:22][C:23]([C:25]2[C:26](=[O:56])[N:27]([C:50]3[CH:51]=[CH:52][CH:53]=[CH:54][CH:55]=3)[N:28]([CH2:31][C@H:32]([O:34][C:35](=[O:49])[C@@H:36]([NH2:38])[CH3:37])[CH3:33])[C:29]=2[CH3:30])=[O:24])=[CH:18][C:17]=1[F:57]. Reported procedure: To a solution of (S)—((R)-1-(4-(4-(6,7-dimethoxyquinolin-4-yloxy)-3-fluorophenyl-carbamoyl)-5-methyl-3-oxo-2-phenyl-2,3-dihydropyrazol-1-yl)propan-2-yl)2-(benzyloxy-carbonylamino)propanoate (200 mg, 0.257 mmol) in a mixture of EtOAc (15 mL) and MeOH (10 mL) was added catalytic amount of Pd/C (10%, ˜55% w/w water content, 20 mg) under N2 atmosphere. The suspension was degassed under vacuum and then purged with H2. The reaction mixture was stirred at rt for 20 minutes under H2 balloon. The mixture... Reactants: C(CC)(=O)NO (Propiohydroxamic acid), C(C)N=C=O (ethyl isocyanate). The reagents and catalysts are C(C)N(CC)CC (triethylamine). The solvent is C(Cl)Cl (methylene chloride). Run at time 12 hour. Yields the product C(C)NC(=O)N(C(CC)=O)OC(=O)NCC (N-((ethylamino)carbonyl)-N-(((ethylamino)-carbonyl)oxy)propionamide). As a reaction SMILES: [C:1]([NH:5][OH:6])(=[O:4])[CH2:2][CH3:3].[CH2:7]([N:9]=[C:10]=[O:11])[CH3:8]>C(N(CC)CC)C.C(Cl)Cl>[CH2:7]([NH:9][C:10]([N:5]([O:6][C:10]([NH:9][CH2:7][CH3:8])=[O:11])[C:1](=[O:4])[CH2:2][CH3:3])=[O:11])[CH3:8]. Procedure details: Propiohydroxamic acid (4.5 grams), ethyl isocyanate (8.0 grams), and a few drops of triethylamine were added to 100 ml of methylene chloride and allowed to stand at room temperature for about 12 hours. The solvent was then removed under vacuum leaving a residue which was recrystallized from a solution of methylene chloride and hexane leaving the desired, N-((ethylamino)carbonyl)-N-(((ethylamino)carbonyl)oxy)propionamide as white crystals, m.p. 104°-106° C. The reactants are BrC1=CC(=C(N)C=C1Br)[N+](=O)[O-] (4,5-dibromo-2-nitroaniline), stannous chloride dihydrate, [OH-].[Na+] (NaOH), ice water. Solvent: CCOC(=O)C (EtOAc). Reaction conditions: temperature 75 celsius, time 16 hour. The product is BrC1=CC(=C(C=C1Br)N)N (4,5-dibromo-1,2-phenylenediamine). Isolated yield 97.0%. Reaction SMILES: [Br:1][C:2]1[C:8]([Br:9])=[CH:7][C:5]([NH2:6])=[C:4]([N+:10]([O-])=O)[CH:3]=1.[OH-].[Na+]>CCOC(C)=O>[Br:1][C:2]1[C:8]([Br:9])=[CH:7][C:5]([NH2:6])=[C:4]([NH2:10])[CH:3]=1 |f:1.2|. Procedure: To a solution of 4,5-dibromo-2-nitroaniline (3.35 g, 11.32 mmol) in EtOAc (150 mL) was added stannous chloride dihydrate (12.8 g, 56.74 mmol), the mixture was stirred at 75° C. for 16 h, then allowed to cool to room temperature and poured into ice-water (about 150 mL). To the mixture was added 1N aq NaOH with vigorous stirring to take the pH to 9 (pH paper). The resulting thick yellow white emulsion was extracted with EtOAc (3×100 mL). The organic extracts were combined, washed with brine (2×50 ... Reactants: FC(C=1C=C(OC2=C(C(=O)O)C=CC=N2)C=CC1)(F)F (2-(3-trifluoromethylphenoxy)nicotinic acid), Cl (HCl), S(=O)(Cl)Cl (thionyl chloride). The reagents and catalysts are Cl.C(C)N(CC)CC (triethylamine hydrochloride). Run in C(Cl)(Cl)Cl (chloroform). Yields the product FC(C=1C=C(OC2=C(C(=O)Cl)C=CC=N2)C=CC1)(F)F (2-(3-trifluoromethylphenoxy) nicotinoyl chloride). The yield is 663.0%. As a reaction SMILES: [F:1][C:2]([F:20])([F:19])[C:3]1[CH:4]=[C:5]([CH:16]=[CH:17][CH:18]=1)[O:6][C:7]1[N:15]=[CH:14][CH:13]=[CH:12][C:8]=1[C:9](O)=[O:10].S(Cl)([Cl:23])=O.Cl>Cl.C(N(CC)CC)C.C(Cl)(Cl)Cl>[F:1][C:2]([F:20])([F:19])[C:3]1[CH:4]=[C:5]([CH:16]=[CH:17][CH:18]=1)[O:6][C:7]1[N:15]=[CH:14][CH:13]=[CH:12][C:8]=1[C:9]([Cl:23])=[O:10] |f:3.4|. Reported procedure: There are mixed 14.1 grams (0.05 mole) of the acid from step (a), 0.1 grams triethylamine hydrochloride and 150 milliliters chloroform, followed by stirring and heating to reflux. Then 6.5 grams (0.055 mole) thionyl chloride was slowly added, dropwise. After the addition was complete, the reaction mass was heated under reflux until evolution of HCl had ceased (about 30 minutes). The reaction mixture was cooled to room temperature, and the solvent was removed by vacuum distillation yielding 100 g...